From a dataset of the Open Reaction Database (ORD), a public repository of structured organic reaction records. describe an organic reaction: reactants, conditions, products, and yield Reactants: OC1(c2ccc(Br)cn2)CCC2(CC1)OCCO2, CC(=O)[CH-]C(C)=O, C1CCOC1, CC(C)[Mg+], [Cl-], Clc1cnccn1, [Ni], c1ccc(P(CCP(c2ccccc2)c2ccccc2)c2ccccc2)cc1. Product: OC1(c2ccc(-c3cnccn3)cn2)CCC2(CC1)OCCO2. RXN SMILES: [Br:1][c:2]1[cH:3][cH:4][c:5]([C:8]2([OH:18])[CH2:9][CH2:10][C:11]3([O:12][CH2:13][CH2:14][O:15]3)[CH2:16][CH2:17]2)[n:6][cH:7]1.[CH-:65]([C:66](=[O:67])[CH3:68])[C:69](=[O:70])[CH3:71].[CH2:59]1[O:60][CH2:61][CH2:62][CH2:63]1.[CH:20]([Mg+:21])([CH3:22])[CH3:23].[Cl-:19].[Cl:52][c:53]1[n:54][cH:55][cH:56][n:57][cH:58]1.[Ni:64].[c:24]1([P:25]([c:26]2[cH:27][cH:28][cH:29][cH:30][cH:31]2)[CH2:32][CH2:33][P:34]([c:35]2[cH:36][cH:37][cH:38][cH:39][cH:40]2)[c:41]2[cH:42][cH:43][cH:44][cH:45][cH:46]2)[cH:47][cH:48][cH:49][cH:50][cH:51]1>>[c:2]1(-[c:53]2[n:54][cH:55][cH:56][n:57][cH:58]2)[cH:3][cH:4][c:5]([C:8]2([OH:18])[CH2:9][CH2:10][C:11]3([O:12][CH2:13][CH2:14][O:15]3)[CH2:16][CH2:17]2)[n:6][cH:7]1. Reactants: NC1=C2N=C(N(C2=NC(=N1)OCCCC)CCCC1N(CCCC1)C(=O)OCC1=CC=CC=C1)OC (Phenylmethyl 2-{3-[6-amino-2-(butyloxy)-8-(methyloxy)-9H-purin-9-yl]propyl}-1-piperidinecarboxylate), FC(C(=O)O)(F)F.C(CCC)OC1=NC(=C2N=C(NC2=N1)OC)N (2-(butyloxy)-8-(methyloxy)-9H-purin-6-amine trifluoroacetate), BrCCC1CCN(CC1)C(=O)OCC1=CC=CC=C1 (phenylmethyl 4-(2-bromoethyl)-1-piperidinecarboxylate). The product is NC1=C2N=C(N(C2=NC(=N1)OCCCC)CCC1CCN(CC1)C(=O)OCC1=CC=CC=C1)OC (Phenylmethyl 4-{2-[6-amino-2-(butyloxy)-8-(methyloxy)-9H-purin-9-yl]ethyl}-1-piperidinecarboxylate). Reaction SMILES: [NH2:1][C:2]1[N:10]=[C:9]([O:11][CH2:12][CH2:13][CH2:14][CH3:15])[N:8]=[C:7]2[C:3]=1[N:4]=[C:5]([O:35][CH3:36])[N:6]2[CH2:16][CH2:17][CH2:18][CH:19]1[CH2:24]CCCN1C(OCC1C=CC=CC=1)=O.FC(F)(F)C(O)=O.C(OC1N=C2C(N=C(OC)N2)=C(N)N=1)CCC.BrCCC1CC[N:67]([C:70]([O:72][CH2:73][C:74]2[CH:79]=[CH:78][CH:77]=[CH:76][CH:75]=2)=[O:71])[CH2:66][CH2:65]1>>[NH2:1][C:2]1[N:10]=[C:9]([O:11][CH2:12][CH2:13][CH2:14][CH3:15])[N:8]=[C:7]2[C:3]=1[N:4]=[C:5]([O:35][CH3:36])[N:6]2[CH2:16][CH2:17][CH:18]1[CH2:19][CH2:24][N:67]([C:70]([O:72][CH2:73][C:74]2[CH:79]=[CH:78][CH:77]=[CH:76][CH:75]=2)=[O:71])[CH2:66][CH2:65]1 |f:1.2|. Procedure: Prepared similarly to Intermediate 31 from 2-(butyloxy)-8-(methyloxy)-9H-purin-6-amine trifluoroacetate and phenylmethyl 4-(2-bromoethyl)-1-piperidinecarboxylate. Reported procedure: To a solution of 300 mg of 5,6,7,9-tetrahydro-8H-pyrido[2,3-b]azepin-8-one in 3 mL of dichloromethane at 0° C. was added 0.84 mL of N,N,N',N'-tetramethylethylenediamine (TMEDA) and 0.78 mL of trimethylsilyl iodide. After 30 min, 720 mg of solid iodine was added in one portion. The reaction mixture was stirred at 0° C. an additional 40 min before dichloromethane and excess aqueous sodium sulfite was added to reduce the excess iodine. The mixture was extracted with dichloromethane and the extracts... Run in ClCCl (dichloromethane), ClCCl (dichloromethane). Starting materials: S(=O)([O-])[O-].[Na+].[Na+] (sodium sulfite), II (iodine), solid, II (iodine), N1=CC=CC2=C1NC(CCC2)=O (5,6,7,9-tetrahydro-8H-pyrido[2,3-b]azepin-8-one), CN(CCN(C)C)C (N,N,N',N'-tetramethylethylenediamine), C[Si](C)(C)I (trimethylsilyl iodide). The product is IC1CCC2=C(NC1=O)N=CC=C2 (5,6,7,9-Tetrahydro-7-iodo-8H-pyrido[2,3-b]azepin-8-one). Reaction SMILES: [N:1]1[C:6]2[NH:7][C:8](=[O:12])[CH2:9][CH2:10][CH2:11][C:5]=2[CH:4]=[CH:3][CH:2]=1.CN(C)CCN(C)C.C[Si]([I:25])(C)C.II.S([O-])([O-])=O.[Na+].[Na+]>ClCCl>[I:25][CH:9]1[C:8](=[O:12])[NH:7][C:6]2[N:1]=[CH:2][CH:3]=[CH:4][C:5]=2[CH2:11][CH2:10]1 |f:4.5.6|. Conditions: time 30 minute. The reactants are S(=O)(=O)(F)F (sulfonyl fluoride), CN(C(=N)N(C)C)C (1,1,3,3-tetramethylguanidine), CN(C=O)C (dimethylformamide). Product: CN(C(N(C)C)=NC)C (Pentamethylguanidine). RXN SMILES: S(F)(F)(=O)=O.[CH3:6][N:7]([CH3:13])[C:8]([N:10]([CH3:12])[CH3:11])=[NH:9].[CH3:14]N(C)C=O>>[CH3:6][N:7]([CH3:13])[C:8](=[N:9][CH3:14])[N:10]([CH3:12])[CH3:11]. Procedure: A perfluorinated polymer precursor (film thickness: 25 μm, sulfonyl fluoride form, EW1100) was treated with 1,1,3,3-tetramethylguanidine in dimethylformamide (DMF) solution at 90° C. for 24 hr. After washing with water, the membrane was dried under a vacuum plate at 75° C. The absorption by C═N was observed at 1525-1580 cm−1 by FT-IR, and C═N and N—CH3 peak was observed at 162 and 39.5 ppm by C-NMR, respectively. Tetramethlguanidine functionalized perfluorinated polymers were further treated wit... Reactants: BrCc1ccccc1, OC1CCN(Cc2ccccc2)CC1, CN(C)C=O, [H-], [Na+]. Yields the product c1ccc(COC2CCN(Cc3ccccc3)CC2)cc1. Reaction SMILES: [Br:17][CH2:18][c:19]1[cH:20][cH:21][cH:22][cH:23][cH:24]1.[CH2:1]([c:2]1[cH:3][cH:4][cH:5][cH:6][cH:7]1)[N:8]1[CH2:9][CH2:10][CH:11]([OH:14])[CH2:12][CH2:13]1.[CH3:25][N:26]([CH3:27])[CH:28]=[O:29].[H-:15].[Na+:16]>>[CH2:1]([c:2]1[cH:3][cH:4][cH:5][cH:6][cH:7]1)[N:8]1[CH2:9][CH2:10][CH:11]([O:14][CH2:18][c:19]2[cH:20][cH:21][cH:22][cH:23][cH:24]2)[CH2:12][CH2:13]1. The product is CCOC(=O)C1=CC=2C(=NC(=C(C2)OCC)Br)N1C(=O)OC(C)(C)C (6-Bromo-5-ethoxy-pyrrolo[2,3-b]pyridine-1,2-dicarboxylic acid 1-tert-butyl ester 2-ethyl ester). RXN SMILES: [CH3:1][CH2:2][O:3][C:4]([C:6]1[N:16]([C:17]([O:19][C:20]([CH3:23])([CH3:22])[CH3:21])=[O:18])[C:9]2=[N:10][C:11]([Br:15])=[C:12]([OH:14])[CH:13]=[C:8]2[CH:7]=1)=[O:5].[H-].[Na+].[CH2:26](Br)[CH3:27]>>[CH3:1][CH2:2][O:3][C:4]([C:6]1[N:16]([C:17]([O:19][C:20]([CH3:22])([CH3:21])[CH3:23])=[O:18])[C:9]2=[N:10][C:11]([Br:15])=[C:12]([O:14][CH2:26][CH3:27])[CH:13]=[C:8]2[CH:7]=1)=[O:5] |f:1.2|. Reported procedure: This compound was prepared in analogy to Example 1, intermediate d) from 6-bromo-5-hydroxy-pyrrolo [2,3-b]pyridine-1,2-dicarboxylic acid 1-tert-butyl ester 2-ethyl ester, sodium hydride and ethyl bromide. Reactants: intermediate d, CCOC(=O)C1=CC=2C(=NC(=C(C2)O)Br)N1C(=O)OC(C)(C)C (6-bromo-5-hydroxy-pyrrolo [2,3-b]pyridine-1,2-dicarboxylic acid 1-tert-butyl ester 2-ethyl ester), [H-].[Na+] (sodium hydride), C(C)Br (ethyl bromide).